From a dataset of the Open Reaction Database (ORD), a public repository of structured organic reaction records. describe an organic reaction: reactants, conditions, products, and yield As a reaction SMILES: [Br-:25].[CH3:1][O:2][N:3]([C:4](=[O:5])[c:6]1[cH:7][cH:8][c:9]([C:12]2([NH:16][C:17]([O:18][C:19]([CH3:20])([CH3:21])[CH3:22])=[O:23])[CH2:13][CH2:14][CH2:15]2)[cH:10][cH:11]1)[CH3:24].[CH3:26][Mg+:27].[O:28]1[CH2:29][CH2:30][CH2:31][CH2:32]1>>[C:4](=[O:5])([c:6]1[cH:7][cH:8][c:9]([C:12]2([NH:16][C:17]([O:18][C:19]([CH3:20])([CH3:21])[CH3:22])=[O:23])[CH2:13][CH2:14][CH2:15]2)[cH:10][cH:11]1)[CH3:26]. The product is CC(=O)c1ccc(C2(NC(=O)OC(C)(C)C)CCC2)cc1. Starting materials: [Br-], CON(C)C(=O)c1ccc(C2(NC(=O)OC(C)(C)C)CCC2)cc1, C[Mg+], C1CCOC1. Starting materials: COC(C1=CC=C(C=C1)OCCCCCCCCCCCCCCCCCC)=O (Methyl-4-octadecyloxy-benzoate), C1(=CC=CC=C1)O (phenol), C(C=CCCCCCCC)O (2-decenol), CCOC(=O)/N=N/C(=O)OCC (DEAD). The solvent is CCOCC (ether). The product is COC(C1=CC=C(C=C1)OC\C=C\CCCCCCC)=O (Methyl-4-(trans-2-decenyloxy)-benzoate). The yield is 65.0%. As a reaction SMILES: C1(O)C=CC=CC=1.C(O)C=CCCCCCCC.CCOC(/N=N/C(OCC)=O)=O.[CH3:31][O:32][C:33](=[O:59])[C:34]1[CH:39]=[CH:38][C:37]([O:40][CH2:41][CH2:42][CH2:43][CH2:44][CH2:45][CH2:46][CH2:47][CH2:48][CH2:49][CH2:50]CCCCCCCC)=[CH:36][CH:35]=1>CCOCC>[CH3:31][O:32][C:33](=[O:59])[C:34]1[CH:39]=[CH:38][C:37]([O:40][CH2:41]/[CH:42]=[CH:43]/[CH2:44][CH2:45][CH2:46][CH2:47][CH2:48][CH2:49][CH3:50])=[CH:36][CH:35]=1. Procedure details: Phenol 34 (486 mg, 3.2 mmol), 2-decenol 26 g (500 mg, 3.2 mmol), TPP (965 mg, 3.68 mmol), and DEAD (641 mg, 3.68 mmol) in 32 ml ether were reacted according to the procedure for compound 35a. The crude product was purified via flash chromatography over silica gel with gradual elutions from 95/5-90/10 (v/v, Hex/EtOAc). Evaporation of solvent yielded 603 mg (65%) of colorless needles. RXN SMILES: [CH2:40]([CH3:41])[O:42][C:43]([CH2:44][S:45](=[O:46])(=[O:47])[c:48]1[cH:49][cH:50][c:51]([O:54][CH2:55][c:56]2[cH:57][cH:58][cH:59][cH:60][cH:61]2)[cH:52][cH:53]1)=[O:62].[CH3:63][C:64](=[O:65])[CH3:66].[Cl:2][CH2:3][CH2:4][N:5]([CH2:6][c:7]1[cH:8][cH:9][cH:10][cH:11][cH:12]1)[CH2:13][CH2:14][Cl:15].[ClH:1].[K+:34].[K+:35].[O-:36][C:37]([O-:38])=[O:39].[O:16]1[CH2:17][CH2:18][O:19][CH2:20][CH2:21][O:22][CH2:23][CH2:24][O:25][CH2:26][CH2:27][O:28][CH2:29][CH2:30][O:31][CH2:32][CH2:33]1>>[CH2:3]1[CH2:4][N:5]([CH2:6][c:7]2[cH:8][cH:9][cH:10][cH:11][cH:12]2)[CH2:13][CH2:14][C:44]1([C:43]([O:42][CH2:40][CH3:41])=[O:62])[S:45](=[O:46])(=[O:47])[c:48]1[cH:49][cH:50][c:51]([O:54][CH2:55][c:56]2[cH:57][cH:58][cH:59][cH:60][cH:61]2)[cH:52][cH:53]1. The reactants are CCOC(=O)CS(=O)(=O)c1ccc(OCc2ccccc2)cc1, CC(C)=O, ClCCN(CCCl)Cc1ccccc1, Cl, [K+], [K+], O=C([O-])[O-], C1COCCOCCOCCOCCOCCO1. The product is CCOC(=O)C1(S(=O)(=O)c2ccc(OCc3ccccc3)cc2)CCN(Cc2ccccc2)CC1. The reactants are Br (HBr), NC1=C(C(=O)O)C=CC=C1F (2-amino-3-fluorobenzoic acid), BrBr (bromine). Run in C(Cl)(Cl)Cl (chloroform), C(Cl)(Cl)Cl (chloroform). Conditions: time 16 hour. Product: white powder, NC1=C(C(=O)O)C=C(C=C1F)Br (2-amino-5-bromo-3-fluorobenzoic acid). Yield: 95.0%. RXN SMILES: [NH2:1][C:2]1[C:10]([F:11])=[CH:9][CH:8]=[CH:7][C:3]=1[C:4]([OH:6])=[O:5].[Br:12]Br.Br>C(Cl)(Cl)Cl>[NH2:1][C:2]1[C:10]([F:11])=[CH:9][C:8]([Br:12])=[CH:7][C:3]=1[C:4]([OH:6])=[O:5]. Procedure details: To a suspension of 2-amino-3-fluorobenzoic acid (5 g, 32.2 mmol) in chloroform (200 mL) was added dropwise bromine (1.1 equiv.) in chloroform (125 mL) solution. The mixture was stirred at room temperature for 16 hrs. The resulting white solid was collected by filtration and washed thoroughly with methylene chloride until the filtrate was colorless. The solid was air-dried to give 9.6 g of white powder as HBr salt of 2-amino-5-bromo-3-fluorobenzoic acid (95% yield). ES/MS m/z 234/236 (MH+). Reactants: S(=O)(Cl)Cl (thionyl chloride), NC1C(N(C2=C(C(=N1)C1=C(C=C(C=C1OC)C)OC)C=CC=C2)C)=O (3-amino-1,3-dihydro-5-(2,6-dimethoxy-4-methylphenyl)-1-methyl-1,4-benzodiazepin-2-one), N1=CC=CC=C1 (pyridine), N1C(=CC2=CC=CC=C12)C(=O)O (indole-2-carboxylic acid). The solvent is ClCCl (dichloromethane), O (Water). Run at temperature -5 celsius, time 20 minute. Yields the product COC1=C(C(=CC(=C1)C)OC)C1=NC(C(N(C2=C1C=CC=C2)C)=O)NC(=O)C=2NC1=CC=CC=C1C2 (N-[2,3-dihydro-5-(2,6-dimethoxy-4-methylphenyl)-1-methyl-2-oxo-1H-1,4-benzodiazepin-3-yl]-1H-2-indolecarboxamide). Yield: 79.0%. As a reaction SMILES: N1C=CC=CC=1.S(Cl)(Cl)=O.[NH:11]1[C:19]2[C:14](=[CH:15][CH:16]=[CH:17][CH:18]=2)[CH:13]=[C:12]1[C:20]([OH:22])=O.[NH2:23][CH:24]1[N:30]=[C:29]([C:31]2[C:36]([O:37][CH3:38])=[CH:35][C:34]([CH3:39])=[CH:33][C:32]=2[O:40][CH3:41])[C:28]2[CH:42]=[CH:43][CH:44]=[CH:45][C:27]=2[N:26]([CH3:46])[C:25]1=[O:47]>ClCCl.O>[CH3:38][O:37][C:36]1[CH:35]=[C:34]([CH3:39])[CH:33]=[C:32]([O:40][CH3:41])[C:31]=1[C:29]1[C:28]2[CH:42]=[CH:43][CH:44]=[CH:45][C:27]=2[N:26]([CH3:46])[C:25](=[O:47])[CH:24]([NH:23][C:20]([C:12]2[NH:11][C:19]3[C:14]([CH:13]=2)=[CH:15][CH:16]=[CH:17][CH:18]=3)=[O:22])[N:30]=1. Reported procedure: 0.47 ml of pyridine is dissolved in 10 ml of dichloromethane, cooled to -5° C., and 0.68 ml of thionyl chloride is added dropwise, the mixture is stirred for 20 minutes at the same temperature and then 208 mg of indole-2-carboxylic acid are added portionwise with stirring for 30 minutes. 400 mg of 3-amino-1,3-dihydro-5-(2,6-dimethoxy-4-methylphenyl)-1-methyl-1,4-benzodiazepin-2-one are added portionwise and the reaction mixture is then allowed to return to room temperature and is stirred for 16 ... Starting materials: C(C)OCCOC1=CC(=C(C(=C1)C)C1=CC(=CC=C1)CNC1=CC=C(C=C1)CCC(=O)OC)C (methyl 3-[4-({[4′-(2-ethoxyethoxy)-2′,6′-dimethylbiphenyl-3-yl]methyl}amino)phenyl]propanoate), C(CC(O)(C(=O)O)CC(=O)O)(=O)O (citric acid), [OH-].[Na+] (sodium hydroxide), O (Water). Run in CO (methanol), O1CCCC1 (tetrahydrofuran). Run at time 18 hour. The product is C(C)OCCOC1=CC(=C(C(=C1)C)C1=CC(=CC=C1)CNC1=CC=C(C=C1)CCC(=O)O)C (3-[4-({[4′-(2-ethoxyethoxy)-2′,6′-dimethylbiphenyl-3-yl]methyl}amino)phenyl]propanoic acid). The yield is 100.3%. RXN SMILES: [CH2:1]([O:3][CH2:4][CH2:5][O:6][C:7]1[CH:12]=[C:11]([CH3:13])[C:10]([C:14]2[CH:19]=[CH:18][CH:17]=[C:16]([CH2:20][NH:21][C:22]3[CH:27]=[CH:26][C:25]([CH2:28][CH2:29][C:30]([O:32]C)=[O:31])=[CH:24][CH:23]=3)[CH:15]=2)=[C:9]([CH3:34])[CH:8]=1)[CH3:2].[OH-].[Na+].O.C(O)(=O)CC(CC(O)=O)(C(O)=O)O>CO.O1CCCC1>[CH2:1]([O:3][CH2:4][CH2:5][O:6][C:7]1[CH:12]=[C:11]([CH3:13])[C:10]([C:14]2[CH:19]=[CH:18][CH:17]=[C:16]([CH2:20][NH:21][C:22]3[CH:23]=[CH:24][C:25]([CH2:28][CH2:29][C:30]([OH:32])=[O:31])=[CH:26][CH:27]=3)[CH:15]=2)=[C:9]([CH3:34])[CH:8]=1)[CH3:2] |f:1.2|. Procedure details: To a solution of methyl 3-[4-({[4′-(2-ethoxyethoxy)-2′,6′-dimethylbiphenyl-3-yl]methyl}amino)phenyl]propanoate (0.755 g, 1.64 mmol) in a mixture of methanol (8 mL) and tetrahydrofuran (8 mL) was added 2 M aqueous sodium hydroxide solution (2.5 mL), and the mixture was stirred at room temperature for 18 hr. Water was added to the reaction mixture, and the mixture was weakly acidified with 10% aqueous citric acid solution, and extracted with ethyl acetate. The extract was washed with saturated bri... Starting materials: [C@@H]1(C[C@H](O)[C@@H](CO)O1)N1C(=O)NC(=O)C(C)=C1 (thymidine), N(C1=CC=CC=C1)C1=C2N=CNC2=NC=N1 (6-Anilino-9H-purine), Purine nucleoside, F[C@H]1C[C@@H](O[C@@H]1CO)N1C(=O)NC(=O)C=C1 (2',3'-dideoxy-3'-fluorouridine), [N-]=[N+]=[N-].[K+] (potassium azide). The solvent is CO (MeOH), P(=O)([O-])([O-])[O-].[K+].[K+].[K+] (potassium phosphate). Conditions: temperature 45 celsius, time 4 day. Yields the product N(C1=CC=CC=C1)C1=C2N=CN(C2=NC=N1)[C@H]1C[C@@H]([C@H](O1)CO)F (6-anilino-9-(2,3-dideoxy-3-fluoro-β-D-erythro-pentofuranosyl)-9H-purine). Isolated yield 44.6%. RXN SMILES: [NH:1]([C:8]1[N:16]=[CH:15][N:14]=[C:13]2[C:9]=1[N:10]=[CH:11][NH:12]2)[C:2]1[CH:7]=[CH:6][CH:5]=[CH:4][CH:3]=1.[F:17][C@@H:18]1[C@@H:22]([CH2:23][OH:24])[O:21][C@@H:20](N2C=CC(=O)NC2=O)[CH2:19]1.[N-]=[N+]=[N-].[K+].[C@@H]1(N2C=C(C)C(=O)NC2=O)O[C@H](CO)[C@@H](O)C1>P([O-])([O-])([O-])=O.[K+].[K+].[K+].CO>[NH:1]([C:8]1[N:16]=[CH:15][N:14]=[C:13]2[C:9]=1[N:10]=[CH:11][N:12]2[C@@H:20]1[O:21][C@H:22]([CH2:23][OH:24])[C@@H:18]([F:17])[CH2:19]1)[C:2]1[CH:7]=[CH:6][CH:5]=[CH:4][CH:3]=1 |f:2.3,5.6.7.8|. Procedure details: 6-Anilino-9H-purine (0.55 g 2.6 mmoles) and 2',3'-dideoxy-3'-fluorouridine (0.50 g, 2.2 mmoles) were suspended in 50 ml 10 mM potassium phosphate buffer, pH 7.0, containing 0.04% potassium azide. Purine nucleoside phosphorylase (1120 I.U.) and thymidine phosphorylase (10,000 I.U.) (Krenitsky, et al., Biochemistry, 20, 3615, 1981 and U.S. Pat. No. 4,381,344) immobilized on DEAE cellulose was added to the reaction and the suspension was stirred at 45° C. After 4 days, 180 ml MeOH was added to the ... Reactants: C(CCCCC)N1C(C(=C(C2=CC=CC=C12)O)C(=O)OCC)=O (1-hexyl-3-ethoxycarbonyl-4-hydroxy-2(1H)-quinolinone), [N+](=[N-])=C (diazomethane). Run in ClCCl (dichloromethane), C(C)O (ethanol), CCOCC (ether). Yields the product C(CCCCC)N1C(C(=C(C2=CC=CC=C12)OC)C(=O)OCC)=O (1-hexyl-3-ethoxycarbonyl-4-methoxy-2(1H)-quinolinone). Reaction SMILES: [CH2:1]([N:7]1[C:16]2[C:11](=[CH:12][CH:13]=[CH:14][CH:15]=2)[C:10]([OH:17])=[C:9]([C:18]([O:20][CH2:21][CH3:22])=[O:19])[C:8]1=[O:23])[CH2:2][CH2:3][CH2:4][CH2:5][CH3:6].[N+](=[CH2:26])=[N-]>ClCCl.C(O)C.CCOCC>[CH2:1]([N:7]1[C:16]2[C:11](=[CH:12][CH:13]=[CH:14][CH:15]=2)[C:10]([O:17][CH3:26])=[C:9]([C:18]([O:20][CH2:21][CH3:22])=[O:19])[C:8]1=[O:23])[CH2:2][CH2:3][CH2:4][CH2:5][CH3:6]. Reported procedure: A solution of 1.6 g of 1-hexyl-3-ethoxycarbonyl-4-hydroxy-2(1H)-quinolinone in dichloromethane (20 ml) and ethanol (2 ml) was treated with excess diazomethane in ether for 10 mins and is then evaporated. The crude methylation product upon chromatography on silica gel yielded 1-hexyl-3-ethoxycarbonyl-4-methoxy-2(1H)-quinolinone (1.0 g). This product (1 .0 g) in dry toluene (10 ml) was cooled to -78° C. and a 1M solution of diisobutyl aluminum hydride (4.3 ml) was added dropwise in 10min. After 2....